Task: describe an organic reaction: reactants, conditions, products, and yield. Dataset: the Open Reaction Database (ORD), a public repository of structured organic reaction records Yields the product O=C(O)CCc1ccc(-c2cnc3c(-c4ccccc4)cnn3c2)cc1. As a reaction SMILES: [C:40]([OH:41])([CH3:42])([CH3:43])[CH3:44].[CH2:26]1[CH2:29][CH2:28][CH2:27][O:30]1.[CH3:31][C:32]([CH2:33][CH3:34])=[CH2:35].[Cl+:36]([O-:37])[O-:38].[Na+:39].[c:1]1(-[c:7]2[cH:8][n:9][n:10]3[c:11]2[n:12][cH:13][c:14](-[c:16]2[cH:17][cH:18][c:19]([CH2:22][CH2:23][CH:24]=[O:25])[cH:20][cH:21]2)[cH:15]3)[cH:2][cH:3][cH:4][cH:5][cH:6]1>>[c:1]1(-[c:7]2[cH:8][n:9][n:10]3[c:11]2[n:12][cH:13][c:14](-[c:16]2[cH:17][cH:18][c:19]([CH2:22][CH2:23][C:24](=[O:25])[OH:30])[cH:20][cH:21]2)[cH:15]3)[cH:2][cH:3][cH:4][cH:5][cH:6]1. Starting materials: CC(C)(C)O, C1CCOC1, C=C(C)CC, [O-][Cl+][O-], [Na+], O=CCCc1ccc(-c2cnc3c(-c4ccccc4)cnn3c2)cc1. The reactants are BrC1=CN=C(S1)N=C=O (5-Bromothiazol-2-yl isocyanate), dimethyl acetal, CNCC=O (2-methylaminoacetaldehyde). Solvent: C1=CC=CC=C1 (benzene). Reaction conditions: time 1 hour. Product: dimethyl acetal, CN(C(=O)NC=1SC(=CN1)Br)CC=O (2-[1-methyl-3-(5-bromothiazol-2-yl)ureido]acetaldehyde). Reaction SMILES: [Br:1][C:2]1[S:6][C:5]([N:7]=[C:8]=[O:9])=[N:4][CH:3]=1.[CH3:10][NH:11][CH2:12][CH:13]=[O:14]>C1C=CC=CC=1>[CH3:10][N:11]([CH2:12][CH:13]=[O:14])[C:8]([NH:7][C:5]1[S:6][C:2]([Br:1])=[CH:3][N:4]=1)=[O:9]. Procedure details: 5-Bromothiazol-2-yl isocyanate dimer (17.0 grams), benzene (70 ml) and the dimethyl acetal of 2-methylaminoacetaldehyde (13.5 grams) were charged into a glass reaction vessel equipped with a mechanical stirrer and thermometer. The reaction mixture was then stirred at room temperature for a period of about one hour. After this time the reaction mixture was filtered, and the filtrate was stripped of solvent under reduced pressure, leaving an oil. This oil was chromatographed on silica gel using et...